From a dataset of the Open Reaction Database (ORD), a public repository of structured organic reaction records. describe an organic reaction: reactants, conditions, products, and yield Starting materials: OC=1C(=CC2=CC(=CC=C2C1)OC)C(=O)O (3-hydroxy-7-methoxy-naphthalene-2-carboxylic acid), S(O)(O)(=O)=O (sulfuric acid), CO (methanol). The solvent is C(C)OCC (diethyl ether). The product is COC(=O)C1=CC2=CC(=CC=C2C=C1O)OC (3-hydroxy-7-methoxy-naphthalene-2-carboxylic acid methyl ester). Reaction SMILES: [OH:1][C:2]1[C:3]([C:14]([OH:16])=[O:15])=[CH:4][C:5]2[C:10]([CH:11]=1)=[CH:9][CH:8]=[C:7]([O:12][CH3:13])[CH:6]=2.S(=O)(=O)(O)O.[CH3:22]O>C(OCC)C>[CH3:22][O:15][C:14]([C:3]1[C:2]([OH:1])=[CH:11][C:10]2[C:5](=[CH:6][C:7]([O:12][CH3:13])=[CH:8][CH:9]=2)[CH:4]=1)=[O:16]. Reported procedure: To a solution of 3-hydroxy-7-methoxy-naphthalene-2-carboxylic acid (2.5 g, 11.45 mmol) in 50 mL methanol was added 0.3 mL of concentrated sulfuric acid. The resulting mixture was heated at reflux for 18 hours, then cooled and diluted with diethyl ether. The organic phase was washed with water and saturated aqueous sodium bicarbonate, dried (Na2SO4), filtered and concentrated under reduced pressure to give 2.51 g of 3-hydroxy-7-methoxy-naphthalene-2-carboxylic acid methyl ester, MP=129-131° C. Reactants: O=C([O-])[O-], [Cs+], [Cs+], C1COCCO1, Cl[Pd]Cl, c1ccc(P(c2ccccc2)c2ccccc2)cc1, c1ccc(P(c2ccccc2)c2ccccc2)cc1, CSc1nc(N)nc(-c2ccco2)c1I. The product is C=C(OCC)c1c(SC)nc(N)nc1-c1ccco1. RXN SMILES: [C:16](=[O:17])([O-:18])[O-:19].[Cs+:20].[Cs+:21].[O:22]1[CH2:23][CH2:24][O:25][CH2:26][CH2:27]1.[Pd:28]([Cl:29])[Cl:30].[c:31]1([P:32]([c:33]2[cH:34][cH:35][cH:36][cH:37][cH:38]2)[c:39]2[cH:40][cH:41][cH:42][cH:43][cH:44]2)[cH:45][cH:46][cH:47][cH:48][cH:49]1.[c:50]1([P:51]([c:52]2[cH:53][cH:54][cH:55][cH:56][cH:57]2)[c:58]2[cH:59][cH:60][cH:61][cH:62][cH:63]2)[cH:64][cH:65][cH:66][cH:67][cH:68]1.[o:1]1[c:2](-[c:6]2[n:7][c:8]([NH2:15])[n:9][c:10]([S:13][CH3:14])[c:11]2[I:12])[cH:3][cH:4][cH:5]1>>[o:1]1[c:2](-[c:6]2[n:7][c:8]([NH2:15])[n:9][c:10]([S:13][CH3:14])[c:11]2[C:23]([O:22][CH2:27][CH3:26])=[CH2:24])[cH:3][cH:4][cH:5]1. The reactants are COC(C1=CC=C(C=C1)N1CCNCC1)=O (4-piperazin-1-yl-benzoic acid methyl ester), Cl (HCl). Run at temperature 2 celsius. Product: Cl.N1(CCNCC1)C1=CC=C(C(=O)O)C=C1 (4-piperazin-1-yl-benzoic acid hydrochlorid). Reaction SMILES: C[O:2][C:3](=[O:16])[C:4]1[CH:9]=[CH:8][C:7]([N:10]2[CH2:15][CH2:14][NH:13][CH2:12][CH2:11]2)=[CH:6][CH:5]=1.[ClH:17]>>[ClH:17].[N:10]1([C:7]2[CH:6]=[CH:5][C:4]([C:3]([OH:16])=[O:2])=[CH:9][CH:8]=2)[CH2:11][CH2:12][NH:13][CH2:14][CH2:15]1 |f:2.3|. Procedure details: 4-piperazin-1-yl-benzoic acid methyl ester (17 mmol) is dissolved in 6N HCl (25 ml) and heated under reflux for 3 hours. The mixture is cooled in an ice bath to 0-4° C. and the solid material formed is filtered off, washed with acetone and dried (vacuum). A white powder with mp. >240° C. is obtained.